This data is from the Open Reaction Database (ORD), a public repository of structured organic reaction records. The task is: describe an organic reaction: reactants, conditions, products, and yield The reactants are CCOC(=O)c1cc(=O)c2cccc(CBr)c2o1, O=C([O-])[O-], CCOC(C)=O, CC(C)=O, [K+], [K+], Oc1ccc(OCc2ccc3ccccc3n2)cc1. The product is CCOC(=O)c1cc(=O)c2cccc(COc3ccc(OCc4ccc5ccccc5n4)cc3)c2o1. Reaction SMILES: [Br:20][CH2:21][c:22]1[cH:23][cH:24][cH:25][c:26]2[c:27](=[O:37])[cH:28][c:29]([C:32](=[O:33])[O:34][CH2:35][CH3:36])[o:30][c:31]12.[C:38](=[O:39])([O-:40])[O-:41].[CH2:48]([O:49][C:50](=[O:51])[CH3:52])[CH3:53].[CH3:44][C:45](=[O:46])[CH3:47].[K+:42].[K+:43].[OH:1][c:2]1[cH:3][cH:4][c:5]([O:6][CH2:7][c:8]2[n:9][c:10]3[cH:11][cH:12][cH:13][cH:14][c:15]3[cH:16][cH:17]2)[cH:18][cH:19]1>>[O:1]([c:2]1[cH:3][cH:4][c:5]([O:6][CH2:7][c:8]2[n:9][c:10]3[cH:11][cH:12][cH:13][cH:14][c:15]3[cH:16][cH:17]2)[cH:18][cH:19]1)[CH2:21][c:22]1[cH:23][cH:24][cH:25][c:26]2[c:27](=[O:37])[cH:28][c:29]([C:32](=[O:33])[O:34][CH2:35][CH3:36])[o:30][c:31]12. Starting materials: CCOC(=O)CBr, Oc1cccc2c1CCCC(N(Cc1ccccc1)CC(O)COc1ccccc1)C2, CN(C)C=O, [H-], [Na+], O. Product: CCOC(=O)COc1cccc2c1CCCC(N(Cc1ccccc1)CC(O)COc1ccccc1)C2. Reaction SMILES: [Br:34][CH2:35][C:36](=[O:37])[O:38][CH2:39][CH3:40].[CH2:3]([c:4]1[cH:5][cH:6][cH:7][cH:8][cH:9]1)[N:10]([CH2:11][CH:12]([CH2:13][O:14][c:15]1[cH:16][cH:17][cH:18][cH:19][cH:20]1)[OH:21])[CH:22]1[CH2:23][c:24]2[c:25]([c:29]([OH:33])[cH:30][cH:31][cH:32]2)[CH2:26][CH2:27][CH2:28]1.[CH3:41][N:42]([CH3:43])[CH:44]=[O:45].[H-:1].[Na+:2].[OH2:46]>>[CH2:3]([c:4]1[cH:5][cH:6][cH:7][cH:8][cH:9]1)[N:10]([CH2:11][CH:12]([CH2:13][O:14][c:15]1[cH:16][cH:17][cH:18][cH:19][cH:20]1)[OH:21])[CH:22]1[CH2:23][c:24]2[c:25]([c:29]([O:33][CH2:35][C:36](=[O:37])[O:38][CH2:39][CH3:40])[cH:30][cH:31][cH:32]2)[CH2:26][CH2:27][CH2:28]1. The reactants are C([O-])([O-])=O.[K+].[K+] (potassium carbonate), ClC1=CC=NC2=CC=C(C=C12)C(F)(F)F (4-chloro-6-(trifluoromethyl)quinoline), COC(=O)C1=CNC2=CC=CC=C12 (3-methoxycarbonyl-1H-indole). Solvent: CN(C=O)C (dimethylformamide), C(C)(=O)OCC (ethyl acetate), O (water). Reaction conditions: temperature 100 celsius, time 20 hour. The product is COC(=O)C1=CN(C2=CC=CC=C12)C1=CC=NC2=CC=C(C=C12)C(F)(F)F (3-methoxycarbonyl-1-(6-(trifluoromethyl)quinol-4-yl)-1H-indole). The yield is 84.6%. As a reaction SMILES: C(=O)([O-])[O-].[K+].[K+].Cl[C:8]1[C:17]2[C:12](=[CH:13][CH:14]=[C:15]([C:18]([F:21])([F:20])[F:19])[CH:16]=2)[N:11]=[CH:10][CH:9]=1.[CH3:22][O:23][C:24]([C:26]1[C:34]2[C:29](=[CH:30][CH:31]=[CH:32][CH:33]=2)[NH:28][CH:27]=1)=[O:25]>CN(C)C=O.C(OCC)(=O)C.O>[CH3:22][O:23][C:24]([C:26]1[C:34]2[C:29](=[CH:30][CH:31]=[CH:32][CH:33]=2)[N:28]([C:8]2[C:17]3[C:12](=[CH:13][CH:14]=[C:15]([C:18]([F:21])([F:20])[F:19])[CH:16]=3)[N:11]=[CH:10][CH:9]=2)[CH:27]=1)=[O:25] |f:0.1.2|. Procedure details: 1.04 g (7.5 mmol) of potassium carbonate and 0.695 g (3 mmol) of 4-chloro-6-(trifluoromethyl)quinoline are added to 0.525 g (3 mmol) of 3-methoxycarbonyl-1H-indole in 10 cm3 of dimethylformamide under an argon atmosphere. After stirring at a temperature in the region of 100° C. for 20 hours, the reaction mixture is cooled and diluted with 100 cm3 of ethyl acetate and 100 cm3 of water. The organic phase is separated off by settling and washed with twice 100 cm3 of water and 100 cm3 of saturated a... Procedure: A solution of 2,6-dinitrobenzonitrile (2.0 g, 10.5 mmol), phenol (1.42 g, 15.1 mmol) and K2CO3 (1.45 g, 10.5 mmol) in DMF (20 mL) was stirred at rt under N2 for 4.5 hours. Upon completion, the reaction was diluted with EtOAc (100 mL), washed with H2O, dried over MgSO4, filtered and concentrated. The residue was recrystallized from Hexane/EtOAc to provide 2-nitro-6-phenoxybenzonitrile (1.94 g, 77%). 1H NMR (400 MHz, MeOD) δ 7.20 (m, 2H), 7.28 (dd, J=8.6, 1.1 Hz, 1H), 7.34 (m, 1H), 7.51 (m, 2H), 7... The reactants are [N+](=O)([O-])C1=C(C#N)C(=CC=C1)[N+](=O)[O-] (2,6-dinitrobenzonitrile), C1(=CC=CC=C1)O (phenol), C(=O)([O-])[O-].[K+].[K+] (K2CO3). As a reaction SMILES: [N+]([C:4]1[CH:11]=[CH:10][CH:9]=[C:8]([N+:12]([O-:14])=[O:13])[C:5]=1[C:6]#[N:7])([O-])=O.[C:15]1([OH:21])[CH:20]=[CH:19][CH:18]=[CH:17][CH:16]=1.C([O-])([O-])=O.[K+].[K+]>CN(C=O)C.CCOC(C)=O>[N+:12]([C:8]1[CH:9]=[CH:10][CH:11]=[C:4]([O:21][C:15]2[CH:20]=[CH:19][CH:18]=[CH:17][CH:16]=2)[C:5]=1[C:6]#[N:7])([O-:14])=[O:13] |f:2.3.4|. Isolated yield 76.9%. The product is [N+](=O)([O-])C1=C(C#N)C(=CC=C1)OC1=CC=CC=C1 (2-nitro-6-phenoxybenzonitrile). Solvent: CN(C)C=O (DMF), CCOC(=O)C (EtOAc). Yields the product CC(C)(C)OC(=O)n1ccc2c(-c3cccnc3Oc3ccc(N)cc3)ccnc21. RXN SMILES: [C:53]([O-:54])(=[O:55])[CH3:56].[C:58]([O-:59])(=[O:60])[CH3:61].[CH2:47]1[O:48][CH2:49][CH2:50][O:51][CH2:52]1.[CH3:18][C:19]1([CH3:20])[C:21]([CH3:22])([CH3:23])[O:24][B:25]([c:26]2[c:27]([O:32][c:33]3[cH:34][cH:35][c:36]([NH2:39])[cH:37][cH:38]3)[n:28][cH:29][cH:30][cH:31]2)[O:40]1.[Cl:1][c:2]1[c:3]2[c:4]([n:5][cH:6][cH:7]1)[n:8]([C:11](=[O:12])[O:13][C:14]([CH3:15])([CH3:16])[CH3:17])[cH:9][cH:10]2.[Na+:41].[Na+:42].[O-:43][C:44](=[O:45])[O-:46].[OH2:62].[Pd+2:57]>>[c:2]1(-[c:26]2[c:27]([O:32][c:33]3[cH:34][cH:35][c:36]([NH2:39])[cH:37][cH:38]3)[n:28][cH:29][cH:30][cH:31]2)[c:3]2[c:4]([n:5][cH:6][cH:7]1)[n:8]([C:11](=[O:12])[O:13][C:14]([CH3:15])([CH3:16])[CH3:17])[cH:9][cH:10]2. Reactants: CC(=O)[O-], CC(=O)[O-], C1COCCO1, CC1(C)OB(c2cccnc2Oc2ccc(N)cc2)OC1(C)C, CC(C)(C)OC(=O)n1ccc2c(Cl)ccnc21, [Na+], [Na+], O=C([O-])[O-], O, [Pd+2]. The reactants are C(CCC)C1=C(C=NN1C1=NC=C(C(=N1)OC1=CC=CC=C1)C)C(=O)NCC1=CN=CN1C (5-Butyl-N-((1-methyl-1H-imidazol-5-yl)methyl)-1-(5-methyl-4-phenoxypyrimidin-2-yl)-1H-pyrazole-4-carboxamide). The solvent is C(C)O (ethanol). The product is C(CCC)C1=C(C=NN1C1=NC=C(C(=N1)OCC)C)C(=O)NCC1=CN=CN1C (5-Butyl-1-(4-ethoxy-5-methylpyrimidin-2-yl)-N-((1-methyl-1H-imidazol-5-yl)methyl)-1H-pyrazole-4-carboxamide). Reaction SMILES: [CH2:1]([C:5]1[N:9]([C:10]2[N:15]=[C:14]([O:16][C:17]3C=CC=C[CH:18]=3)[C:13]([CH3:23])=[CH:12][N:11]=2)[N:8]=[CH:7][C:6]=1[C:24]([NH:26][CH2:27][C:28]1[N:32]([CH3:33])[CH:31]=[N:30][CH:29]=1)=[O:25])[CH2:2][CH2:3][CH3:4]>C(O)C>[CH2:1]([C:5]1[N:9]([C:10]2[N:15]=[C:14]([O:16][CH2:17][CH3:18])[C:13]([CH3:23])=[CH:12][N:11]=2)[N:8]=[CH:7][C:6]=1[C:24]([NH:26][CH2:27][C:28]1[N:32]([CH3:33])[CH:31]=[N:30][CH:29]=1)=[O:25])[CH2:2][CH2:3][CH3:4]. Procedure details: Compound 16 was prepared following procedures described for compound 15 with the exception of substituting phenol with ethanol. 1H NMR (CDCl3) δ 0.88-0.91 (t, 3H), 1.35-1.39 (m, 2H), 1.44-1.47 (t, J=7.0 Hz, 3H), 1.60-1.63 (m, 2H), 2.20 (s, 3H), 3.49-3.52 (m, 2H), 3.66 (s, 3H), 4.48-4.52 (q, 2H), 4.64-4.65 (d, J=5.5 Hz, 2H), 7.02 (s, 1H), 7.47 (s, 1H), 7.83 (s, 1H), 8.33 (s, 1H). LCMS (ES+) m/z 398 (M+1). Reactants: COC1=CC=C(C=C1)C1=C(OC=2N=CNC(C21)=O)C2=CC=CC=C2 (5-(4-methoxyphenyl)-6-phenylfuro[2,3-d]pyrimidin-4(3H)-one), N (ammonia), P(=O)(Cl)(Cl)Cl (phosphoryl chloride), Cl (HCl). Solvent: O (water). Run at time 1 hour. Product: ClC=1C2=C(N=CN1)OC(=C2C2=CC=C(C=C2)OC)C2=CC=CC=C2 (4-Chloro-5-(4-methoxyphenyl)-6-phenylfuro[2,3-d]pyrimidine). RXN SMILES: [CH3:1][O:2][C:3]1[CH:8]=[CH:7][C:6]([C:9]2[C:17]3[C:16](=O)[NH:15][CH:14]=[N:13][C:12]=3[O:11][C:10]=2[C:19]2[CH:24]=[CH:23][CH:22]=[CH:21][CH:20]=2)=[CH:5][CH:4]=1.P(Cl)(Cl)([Cl:27])=O.Cl.N>O>[Cl:27][C:16]1[C:17]2[C:9]([C:6]3[CH:7]=[CH:8][C:3]([O:2][CH3:1])=[CH:4][CH:5]=3)=[C:10]([C:19]3[CH:24]=[CH:23][CH:22]=[CH:21][CH:20]=3)[O:11][C:12]=2[N:13]=[CH:14][N:15]=1. Procedure: Suspend 135 g (424 mmol) 5-(4-methoxyphenyl)-6-phenylfuro[2,3-d]pyrimidin-4(3H)-one at RT in 675 ml (7241 mmol) phosphoryl chloride and heat the mixture to boiling (evolution of HCl). After 1 h, cool the dark solution to RT and add dropwise to a vigorously stirred mixture of 2.25 litre water and 4.05 litre conc. ammonia solution (25 wt. %) (heating to 55-75° C., pH>9). At the end of addition, cool to RT and extract the mixture three times with 1.0 litre dichloromethane each time. Combine the org...